From a dataset of the Open Reaction Database (ORD), a public repository of structured organic reaction records. describe an organic reaction: reactants, conditions, products, and yield Starting materials: C(C)(C)(C)NC(CN1C(=NC2=CC=C(C=C2C1=O)C=CCCN1CCCC1)C1=CC(=CC=C1)Cl)=O (N-tert-butyl-2-[2-(3-chlorophenyl)-4-oxo-6-(4-pyrrolidin-1-ylbut-1-enyl)-4H-quinazolin-3-yl]acetamide). The reagents and catalysts are [Pd] (Pd/C). Solvent: CO (methanol). Run at time 4 hour. Yields the product C(C)(C)(C)NC(CN1C(=NC2=CC=C(C=C2C1=O)CCCCN1CCCC1)C1=CC(=CC=C1)Cl)=O (N-tert-butyl-2-[2-(3-chlorophenyl)-4-oxo-6-(4-pyrrolidin-1-ylbutyl)-4H-quinazolin-3-yl]acetamide). Yield: 72.6%. RXN SMILES: [C:1]([NH:5][C:6](=[O:35])[CH2:7][N:8]1[C:17](=[O:18])[C:16]2[C:11](=[CH:12][CH:13]=[C:14]([CH:19]=[CH:20][CH2:21][CH2:22][N:23]3[CH2:27][CH2:26][CH2:25][CH2:24]3)[CH:15]=2)[N:10]=[C:9]1[C:28]1[CH:33]=[CH:32][CH:31]=[C:30]([Cl:34])[CH:29]=1)([CH3:4])([CH3:3])[CH3:2]>CO.[Pd]>[C:1]([NH:5][C:6](=[O:35])[CH2:7][N:8]1[C:17](=[O:18])[C:16]2[C:11](=[CH:12][CH:13]=[C:14]([CH2:19][CH2:20][CH2:21][CH2:22][N:23]3[CH2:27][CH2:26][CH2:25][CH2:24]3)[CH:15]=2)[N:10]=[C:9]1[C:28]1[CH:33]=[CH:32][CH:31]=[C:30]([Cl:34])[CH:29]=1)([CH3:4])([CH3:2])[CH3:3]. Procedure: A solution of N-tert-butyl-2-[2-(3-chlorophenyl)-4-oxo-6-(4-pyrrolidin-1-ylbut-1-enyl)-4H-quinazolin-3-yl]acetamide (EXAMPLE 10a) (303 mg, 0.62 mmol) in dry methanol (6 mL) was sparged (5 min) with argon, and 10% Pd/C (24 mg, catalytic) was added. The reaction mixture was stirred under a hydrogen atmosphere(1 atm.) for 4 h at room temperature. The mixture was filtered through CELITE™, and the filter cake was washed with methanol (3×10 mL). The filtrates were evaporated under reduced pressure to ... Reactants: CCOC(=O)N1CCN(C(=O)C(CCC(=O)OC(C)(C)C)NC(=O)c2cc(C(=O)NC(CCC(=O)OC(C)(C)C)C(=O)OC)c3ccccc3n2)CC1, C1CCOC1, CCOC(C)=O, Cl, [Li+], [OH-], O. Yields the product CCOC(=O)N1CCN(C(=O)C(CCC(=O)OC(C)(C)C)NC(=O)c2cc(C(=O)NC(CCC(=O)OC(C)(C)C)C(=O)O)c3ccccc3n2)CC1. As a reaction SMILES: [CH2:1]([CH3:2])[O:3][C:4](=[O:5])[N:6]1[CH2:7][CH2:8][N:9]([C:12](=[O:13])[CH:14]([CH2:15][CH2:16][C:17](=[O:18])[O:19][C:20]([CH3:21])([CH3:22])[CH3:23])[NH:24][C:25](=[O:26])[c:27]2[n:28][c:29]3[cH:30][cH:31][cH:32][cH:33][c:34]3[c:35]([C:37](=[O:38])[NH:39][CH:40]([CH2:41][CH2:42][C:43](=[O:44])[O:45][C:46]([CH3:47])([CH3:48])[CH3:49])[C:50](=[O:51])[O:52][CH3:53])[cH:36]2)[CH2:10][CH2:11]1.[CH2:56]1[O:57][CH2:58][CH2:59][CH2:60]1.[CH3:63][CH2:64][O:65][C:66](=[O:67])[CH3:68].[ClH:62].[Li+:55].[OH-:54].[OH2:61]>>[CH2:1]([CH3:2])[O:3][C:4](=[O:5])[N:6]1[CH2:7][CH2:8][N:9]([C:12](=[O:13])[CH:14]([CH2:15][CH2:16][C:17](=[O:18])[O:19][C:20]([CH3:21])([CH3:22])[CH3:23])[NH:24][C:25](=[O:26])[c:27]2[n:28][c:29]3[cH:30][cH:31][cH:32][cH:33][c:34]3[c:35]([C:37](=[O:38])[NH:39][CH:40]([CH2:41][CH2:42][C:43](=[O:44])[O:45][C:46]([CH3:47])([CH3:48])[CH3:49])[C:50](=[O:51])[OH:52])[cH:36]2)[CH2:10][CH2:11]1. As a reaction SMILES: [Br:1][c:2]1[cH:3][cH:4][c:5]([C:8]2([C:11](=[O:12])[N:13]3[CH2:14][C:15]4([O:16][C:17](=[O:24])[c:18]5[c:19]4[cH:20][cH:21][cH:22][cH:23]5)[CH2:25][CH2:26]3)[CH2:9][CH2:10]2)[cH:6][cH:7]1.[C:48]([P:49]([C:50]([CH3:51])([CH3:52])[CH3:53])[C:54]([CH3:55])([CH3:56])[CH3:57])([CH3:58])([CH3:59])[CH3:60].[CH3:32][c:33]1[n:34][o:35][c:36]([CH3:47])[c:37]1[B:38]1[O:39][C:40]([CH3:41])([CH3:42])[C:43]([CH3:44])([CH3:45])[O:46]1.[F-:61].[K+:62].[O:101]=[C:102]([CH:103]=[CH:104][c:105]1[cH:106][cH:107][cH:108][cH:109][cH:110]1)[CH:111]=[CH:112][c:113]1[cH:114][cH:115][cH:116][cH:117][cH:118]1.[O:27]1[CH2:28][CH2:29][CH2:30][CH2:31]1.[O:65]=[C:66]([CH:67]=[CH:68][c:69]1[cH:70][cH:71][cH:72][cH:73][cH:74]1)[CH:75]=[CH:76][c:77]1[cH:78][cH:79][cH:80][cH:81][cH:82]1.[O:83]=[C:84]([CH:85]=[CH:86][c:87]1[cH:88][cH:89][cH:90][cH:91][cH:92]1)[CH:93]=[CH:94][c:95]1[cH:96][cH:97][cH:98][cH:99][cH:100]1.[Pd:63].[Pd:64]>>[c:2]1(-[c:37]2[c:33]([CH3:32])[n:34][o:35][c:36]2[CH3:47])[cH:3][cH:4][c:5]([C:8]2([C:11](=[O:12])[N:13]3[CH2:14][C:15]4([O:16][C:17](=[O:24])[c:18]5[c:19]4[cH:20][cH:21][cH:22][cH:23]5)[CH2:25][CH2:26]3)[CH2:9][CH2:10]2)[cH:6][cH:7]1. The reactants are O=C1OC2(CCN(C(=O)C3(c4ccc(Br)cc4)CC3)C2)c2ccccc21, CC(C)(C)P(C(C)(C)C)C(C)(C)C, Cc1noc(C)c1B1OC(C)(C)C(C)(C)O1, [F-], [K+], O=C(C=Cc1ccccc1)C=Cc1ccccc1, C1CCOC1, O=C(C=Cc1ccccc1)C=Cc1ccccc1, O=C(C=Cc1ccccc1)C=Cc1ccccc1, [Pd], [Pd]. Yields the product Cc1noc(C)c1-c1ccc(C2(C(=O)N3CCC4(C3)OC(=O)c3ccccc34)CC2)cc1. Reactants: ClC(=O)OCC1=CC=CC=C1 (Benzyl chloroformate), NC1=C(C=CC=C1)O (2-aminophenol). Run in C(=O)(O)[O-].[Na+] (NaHCO3). Run at time 15 hour. Product: OC1=C(C=CC=C1)NC(OCC1=CC=CC=C1)=O (Benzyl 2-hydroxyphenylcarbamate). Reaction SMILES: Cl[C:2]([O:4][CH2:5][C:6]1[CH:11]=[CH:10][CH:9]=[CH:8][CH:7]=1)=[O:3].[NH2:12][C:13]1[CH:18]=[CH:17][CH:16]=[CH:15][C:14]=1[OH:19]>C([O-])(O)=O.[Na+]>[OH:19][C:14]1[CH:15]=[CH:16][CH:17]=[CH:18][C:13]=1[NH:12][C:2](=[O:3])[O:4][CH2:5][C:6]1[CH:11]=[CH:10][CH:9]=[CH:8][CH:7]=1 |f:2.3|. Procedure details: Benzyl chloroformate (11 mmol, 58% in toluene) was added drop wise to a stirred solution of 2-aminophenol in NaHCO3 (3M, 3.6 mL). The reaction mixture was further stirred for 15 hours at RT. Then the reaction mixture was washed with NaOH (3M, 20 mL) followed by water (20 mL) and diethyl ether (20 ml×3). Concentrated HCl was added to the aqueous part until precipitation of the targeted product as a light yellow solid (70%). The reactants are C(CCCCC)=O (hexanal), N[C@H](C(C)(C)S)C(=O)O (D-penicillamine). Solvent: O (H2O). Conditions: time 30 minute. Product: C(=O)(O)C1NC(SC1(C)C)CCCCC (4-carboxy-5,5-dimethyl-2-pentylthiazolidine). Yield: 60.0%. RXN SMILES: [CH:1](=O)[CH2:2][CH2:3][CH2:4][CH2:5][CH3:6].[NH2:8][C@@H:9]([C:14]([OH:16])=[O:15])[C:10]([SH:13])([CH3:12])[CH3:11]>O>[C:14]([CH:9]1[C:10]([CH3:12])([CH3:11])[S:13][CH:1]([CH2:2][CH2:3][CH2:4][CH2:5][CH3:6])[NH:8]1)([OH:16])=[O:15]. Procedure: 4 g of hexanal were added to a vigorously stirred solution of 9 g of D-penicillamine in 100 ml of H2O. After stirring for 30 minutes, the solid substance was filtered off, washed successively with water and diethyl ether and dried. Yield 60%. Reactants: CC(C)([O-])C.[K+] (Potassium tert-butoxide), C1(CC1)C(N)=NO (cyclopropylcarboxamide oxime), CC1(C=2N(C3=CC=CC=C3N1)C=NC2C(=O)OCC)C (Ethyl 4,5-Dihydro-4,4-dimethylimidazo[1,5-a]quinoxaline-3-carboxylate). Solvent: C1CCOC1 (THF). Reaction conditions: time 10 minute. Yields the product C1=NC=C2N1C1=CC=CC=C1N=C2 (imidazo[1,5-a]quinoxaline). Reaction SMILES: CC(C)([O-])C.[K+].C1(C(=NO)N)CC1.C[C:15]1(C)[NH:24][C:23]2[C:18](=[CH:19][CH:20]=[CH:21][CH:22]=2)[N:17]2[CH:25]=[N:26][C:27](C(OCC)=O)=[C:16]12>C1COCC1>[CH:25]1[N:17]2[C:18]3[C:23]([N:24]=[CH:15][C:16]2=[CH:27][N:26]=1)=[CH:22][CH:21]=[CH:20][CH:19]=3 |f:0.1|. Procedure: Potassium tert-butoxide (1M in THF, 1.95 ml) is added to cyclopropylcarboxamide oxime (0.195 g) in THF (7 ml) at 0°. After 10 min ethyl 4,5-dihydro-4,4-dimethylimidazo[1,5-a]quinoxaline-3-carboxylate (XXXIII, EXAMPLE 94, 0.503 g) is added. The ice bath is removed after stirring for 10 min and the reaction is allowed to slowly warm to 20°-25°. After 2 hr DMF (4 ml) is added. When the reaction had stirred for a total of 7 hr, the solvents are removed under reduced pressure and the residue is parti... Starting materials: Br, CC(=O)O, COc1cnc(-c2ccc(Cl)cc2)nc1. Yields the product Oc1cnc(-c2ccc(Cl)cc2)nc1. As a reaction SMILES: [BrH:16].[CH3:17][C:18](=[O:19])[OH:20].[Cl:1][c:2]1[cH:3][cH:4][c:5](-[c:8]2[n:9][cH:10][c:11]([O:14][CH3:15])[cH:12][n:13]2)[cH:6][cH:7]1>>[Cl:1][c:2]1[cH:3][cH:4][c:5](-[c:8]2[n:9][cH:10][c:11]([OH:14])[cH:12][n:13]2)[cH:6][cH:7]1.